This data is from the Open Reaction Database (ORD), a public repository of structured organic reaction records. The task is: describe an organic reaction: reactants, conditions, products, and yield Product: CCCCOC(=O)C(C)c1ccc(CC=C(C)C)cc1. Reaction SMILES: [CH2:36]([OH:37])[CH3:38].[CH2:3]([CH2:4][CH2:5][CH3:6])[Br:7].[CH2:9]([CH:10]=[C:11]([CH3:12])[CH3:13])[c:14]1[cH:15][cH:16][c:17]([CH:20]([C:21](=[O:22])[OH:23])[CH3:24])[cH:18][cH:19]1.[CH3:25][N:26]([CH3:27])[P:28](=[O:29])([N:30]([CH3:31])[CH3:32])[N:33]([CH3:34])[CH3:35].[K+:2].[OH-:1].[OH2:8]>>[CH2:3]([CH2:4][CH2:5][CH3:6])[O:23][C:21]([CH:20]([c:17]1[cH:16][cH:15][c:14]([CH2:9][CH:10]=[C:11]([CH3:12])[CH3:13])[cH:19][cH:18]1)[CH3:24])=[O:22]. The reactants are CCO, CCCCBr, CC(C)=CCc1ccc(C(C)C(=O)O)cc1, CN(C)P(=O)(N(C)C)N(C)C, [K+], [OH-], O. Reactants: CS(=O)(=O)Cl, O=C(Nc1ccc2cnccc2c1)C(CO)c1ccccc1, c1ccncc1. Product: CS(=O)(=O)OCC(C(=O)Nc1ccc2cnccc2c1)c1ccccc1. Reaction SMILES: [CH3:23][S:24]([Cl:25])(=[O:26])=[O:27].[OH:1][CH2:2][CH:3]([C:4](=[O:5])[NH:6][c:7]1[cH:8][c:9]2[cH:10][cH:11][n:12][cH:13][c:14]2[cH:15][cH:16]1)[c:17]1[cH:18][cH:19][cH:20][cH:21][cH:22]1.[cH:28]1[cH:29][cH:30][n:31][cH:32][cH:33]1>>[O:1]([CH2:2][CH:3]([C:4](=[O:5])[NH:6][c:7]1[cH:8][c:9]2[cH:10][cH:11][n:12][cH:13][c:14]2[cH:15][cH:16]1)[c:17]1[cH:18][cH:19][cH:20][cH:21][cH:22]1)[S:24]([CH3:23])(=[O:26])=[O:27]. The reactants are CC(C)([O-])C.[K+] (potassium tert-butoxide), O (Water), CC(C)([O-])C.[K+] (Potassium tert-butoxide), BrC1=CC=C2CC(NC2=C1)=O (6-bromoindolin-2-one), C(C=C)(=O)OC (methyl acrylate). The solvent is CS(=O)C (dimethylsulphoxide). Run at time 10 minute. The product is BrC1=CC=C2C3(C(NC2=C1)=O)CCC(CC3)=O (6′-Bromospiro[cyclohexane-1,3′-indoline]-2′,4-dione). Isolated yield 828.7%. As a reaction SMILES: [CH3:1][C:2](C)([O-])C.[K+].[Br:7][C:8]1[CH:16]=[C:15]2[C:11]([CH2:12][C:13](=[O:17])[NH:14]2)=[CH:10][CH:9]=1.[C:18]([O:22]C)(=O)[CH:19]=[CH2:20].O>CS(C)=O>[Br:7][C:8]1[CH:16]=[C:15]2[C:11]([C:12]3([CH2:20][CH2:19][C:18](=[O:22])[CH2:2][CH2:1]3)[C:13](=[O:17])[NH:14]2)=[CH:10][CH:9]=1 |f:0.1|. Procedure details: Potassium tert-butoxide (0.085 g, 0.8 mmol) was added to a suspension of 6-bromoindolin-2-one (preparation 1, 3.00 g, 14.2 mmol) in dimethylsulphoxide (7 mL) and, after stirring for 10 minutes at room temperature, the mixture was heated to 40-45° C. and methyl acrylate (4.00 mL, 44.4 mmol) was added dropwise over 70 minutes. After the addition, the mixture was stirred for 1 hour and then further potassium tert-butoxide (3.82 g, 34.0 mmol) was added portionwise over 30 minutes keeping the tempera...